Dataset: the Open Reaction Database (ORD), a public repository of structured organic reaction records. Task: describe an organic reaction: reactants, conditions, products, and yield Starting materials: O=C1c2ccccc2C(=O)N1n1cccc1, [Cl-], [Cl-], CC(Cl)Cl, O=C(Cl)c1ccccc1F, O, [Zn+2]. Product: O=C(c1ccccc1F)c1cccn1N1C(=O)c2ccccc2C1=O. RXN SMILES: [C:1]1(=[O:16])[c:2]2[c:3]([cH:12][cH:13][cH:14][cH:15]2)[C:4](=[O:11])[N:5]1[n:6]1[cH:7][cH:8][cH:9][cH:10]1.[Cl-:32].[Cl-:34].[Cl:28][CH:29]([Cl:30])[CH3:31].[F:17][c:18]1[c:19]([C:20](=[O:21])[Cl:22])[cH:23][cH:24][cH:25][cH:26]1.[OH2:27].[Zn+2:33]>>[C:1]1(=[O:16])[c:2]2[c:3]([cH:12][cH:13][cH:14][cH:15]2)[C:4](=[O:11])[N:5]1[n:6]1[c:7]([C:20]([c:19]2[c:18]([F:17])[cH:26][cH:25][cH:24][cH:23]2)=[O:21])[cH:8][cH:9][cH:10]1. The product is COc1c2c(nc3ccccc13)CCN(Cc1ccccc1)CC2. RXN SMILES: [CH2:3]([c:4]1[cH:5][cH:6][cH:7][cH:8][cH:9]1)[N:10]1[CH2:11][CH2:12][c:13]2[n:14][c:15]3[cH:16][cH:17][cH:18][cH:19][c:20]3[c:21]([Cl:25])[c:22]2[CH2:23][CH2:24]1.[CH3:32][OH:33].[ClH:1].[ClH:2].[Na:31].[O:26]=[CH:27][N:28]([CH3:29])[CH3:30]>>[CH2:3]([c:4]1[cH:5][cH:6][cH:7][cH:8][cH:9]1)[N:10]1[CH2:11][CH2:12][c:13]2[n:14][c:15]3[cH:16][cH:17][cH:18][cH:19][c:20]3[c:21]([O:26][CH3:27])[c:22]2[CH2:23][CH2:24]1. The reactants are Clc1c2c(nc3ccccc13)CCN(Cc1ccccc1)CC2, CO, Cl, Cl, [Na], CN(C)C=O. Starting materials: ClC=1SC(=CN1)CN1C(SCC1)=N (3-(2-Chloro-5-thiazolylmethyl)-2-iminothiazolidine), C([O-])([O-])=O.[Na+].[Na+] (sodium carbonate), C(C1=CC=CC=C1)(=O)Cl (benzoyl chloride). The solvent is C(Cl)(Cl)Cl (chloroform), O (water). Conditions: time 2 hour. The product is ClC=1SC(=CN1)CN1C(SCC1)=NC(C1=CC=CC=C1)=O (3-(2-Chloro-5-thiazolylmethyl)-2-(benzoylimino)-thiazolidine). Reaction SMILES: [Cl:1][C:2]1[S:3][C:4]([CH2:7][N:8]2[CH2:12][CH2:11][S:10][C:9]2=[NH:13])=[CH:5][N:6]=1.C(=O)([O-])[O-].[Na+].[Na+].[C:20](Cl)(=[O:27])[C:21]1[CH:26]=[CH:25][CH:24]=[CH:23][CH:22]=1>O.C(Cl)(Cl)Cl>[Cl:1][C:2]1[S:3][C:4]([CH2:7][N:8]2[CH2:12][CH2:11][S:10][C:9]2=[N:13][C:20](=[O:27])[C:21]2[CH:26]=[CH:25][CH:24]=[CH:23][CH:22]=2)=[CH:5][N:6]=1 |f:1.2.3|. Procedure: 3-(2-Chloro-5-thiazolylmethyl)-2-iminothiazolidine (233 mg, 1.0 mmol) and sodium carbonate (120 mg, 1.1 mmol) were dissolved in 10 ml of water, into which, benzoyl chloride (141 mg, 1.0 mmol) dissolved in 5 ml of chloroform was added under cooling with ice, and thereafter stirred at room temperature for 2 hours. The chloroform layer was washed successively with 1% hydrochloric acid and water, dehydrated and dried, chloroform was distilled off, and remaining oil was purified by a silica gel colum... Reactants: C1(=CC=CC=C1)P(C1=CC=CC=2C(C3=CC=CC(=C3OC12)P(C1=CC=CC=C1)C1=CC=CC=C1)(C)C)C1=CC=CC=C1 (4,5-Bis(diphenylphos-phino)-9,9-dimethylxanthene), Tris(dibenzylideneacetone)dipalladium(0)[Pd2(dba)3], IC1=CC=C(C=C1)C(=O)N1CCN(CC1)C ((4-Iodo-phenyl)-(4-methyl-piperazin-1-yl)-methanone), NC=1N=CC2=C(N1)CCN(C2=O)C2=C(C=CC(=C2)[N+](=O)[O-])C (2-Amino-6-(2-methyl-5-nitro-phenyl)-7,8-dihydro-6H-pyrido[4,3-d]pyrimidin-5-one), C([O-])([O-])=O.[Cs+].[Cs+] (cesium carbonate). Solvent: O1CCOCC1 (1,4-dioxane). Product: CC1=C(C=C(C=C1)[N+](=O)[O-])N1C(C2=C(N=C(N=C2)NC2=CC=C(C=C2)C(=O)N2CCN(CC2)C)CC1)=O (6-(2-Methyl-5-nitro-phenyl)-2-[4-(4-methyl-piperazine-1-carbonyl)phenylamino]-7,8-dihydro-6H-pyrido[4,3-d]pyrimidin-5-one). RXN SMILES: C1(P(C2C=CC=CC=2)C2C3OC4C(=CC=CC=4P(C4C=CC=CC=4)C4C=CC=CC=4)C(C)(C)C=3C=CC=2)C=CC=CC=1.I[C:44]1[CH:49]=[CH:48][C:47]([C:50]([N:52]2[CH2:57][CH2:56][N:55]([CH3:58])[CH2:54][CH2:53]2)=[O:51])=[CH:46][CH:45]=1.[NH2:59][C:60]1[N:61]=[CH:62][C:63]2[C:69](=[O:70])[N:68]([C:71]3[CH:76]=[C:75]([N+:77]([O-:79])=[O:78])[CH:74]=[CH:73][C:72]=3[CH3:80])[CH2:67][CH2:66][C:64]=2[N:65]=1.C(=O)([O-])[O-].[Cs+].[Cs+]>O1CCOCC1>[CH3:80][C:72]1[CH:73]=[CH:74][C:75]([N+:77]([O-:79])=[O:78])=[CH:76][C:71]=1[N:68]1[CH2:67][CH2:66][C:64]2[N:65]=[C:60]([NH:59][C:44]3[CH:49]=[CH:48][C:47]([C:50]([N:52]4[CH2:57][CH2:56][N:55]([CH3:58])[CH2:54][CH2:53]4)=[O:51])=[CH:46][CH:45]=3)[N:61]=[CH:62][C:63]=2[C:69]1=[O:70] |f:3.4.5|. Procedure: A mixture of 4,5-Bis(diphenylphos-phino)-9,9-dimethylxanthene (xanthopos) (8.6 mg, 0.0148 mmol) and Tris(dibenzylideneacetone)dipalladium(0)[Pd2(dba)3] (6.81 mg, 0.0074 mmol) in dry 1,4-dioxane (5 ml) was stirred vigorously and nitrogen was bubbled through the suspension for 30 minutes. (4-Iodo-phenyl)-(4-methyl-piperazin-1-yl)-methanone (41.1 mg, 0.1247 mmol), 2-Amino-6-(2-methyl-5-nitro-phenyl)-7,8-dihydro-6H-pyrido[4,3-d]pyrimidin-5-one (37.3 mg, 0.1247 mmol) and dry cesium carbonate (100 mg,... Reactants: C(C)#N (acetonitrile), CC(=O)OCC1=C(N2[C@@H]([C@@H](C2=O)N)SC1)C(=O)O (7β-aminocephalosporanic acid), SC=1OC(=NN1)C1=CC(=C(C=C1)O)O (2-mercapto-5-(3,4-dihydroxyphenyl)-1,3,4-oxadiazole), B(F)(F)F.CCOCC (boron trifluoride diethyl etherate), N (ammonia). The solvent is O (water). Conditions: temperature 50 celsius, time 3 hour. The product is N[C@H]1[C@@H]2N(C(=C(CS2)CSC=2OC(=NN2)C2=CC(=C(C=C2)O)O)C(=O)O)C1=O (7β-amino-3-[5-(3,4-dihydroxyphenyl)-1,3,4-oxadiazol-2-yl]thiomethyl-3-cephem-4-carboxylic acid). Isolated yield 84.1%. As a reaction SMILES: C(#N)C.CC(O[CH2:8][C:9]1[CH2:18][S:17][C@@H:12]2[C@H:13]([NH2:16])[C:14](=[O:15])[N:11]2[C:10]=1[C:19]([OH:21])=[O:20])=O.[SH:22][C:23]1[O:24][C:25]([C:28]2[CH:33]=[CH:32][C:31]([OH:34])=[C:30]([OH:35])[CH:29]=2)=[N:26][N:27]=1.B(F)(F)F.CCOCC.N>O>[NH2:16][C@@H:13]1[C:14](=[O:15])[N:11]2[C:10]([C:19]([OH:21])=[O:20])=[C:9]([CH2:8][S:22][C:23]3[O:24][C:25]([C:28]4[CH:33]=[CH:32][C:31]([OH:34])=[C:30]([OH:35])[CH:29]=4)=[N:26][N:27]=3)[CH2:18][S:17][C@H:12]12 |f:3.4|. Reported procedure: To 520 ml of acetonitrile 16.3 g (60 mmol) of 7β-aminocephalosporanic acid and 13.9 g (66 mmol) of 2-mercapto-5-(3,4-dihydroxyphenyl)-1,3,4-oxadiazole and 45.4 ml (360 mmol) of boron trifluoride diethyl etherate were added, and stirred at 50° C. for 3 hours. The reaction solution was cooled and poured into 450 ml of cold water. The mixture was stirred at room temperature for 1 hour and adjusted to pH2.0 with a 25% aqueous ammonia. The mixture was stirred at not more than 5° C. for 1 hour, and th...